Dataset: the Open Reaction Database (ORD), a public repository of structured organic reaction records. Task: describe an organic reaction: reactants, conditions, products, and yield Reactants: ClC1=C(C(N(C(N1C)=O)C)=O)C=O (6-Chloro-1,3-dimethyl-2,4-dioxo-1,2,3,4-tetrahydropyrimidine-5-carbaldehyde), CO (methanol). The product is COC1=C(C(N(C(N1C)=O)C)=O)C=O (6-Methoxy-1,3-dimethyl-2,4-dioxo-1,2,3,4-tetrahydropyrimidine-5-carbaldehyde). RXN SMILES: Cl[C:2]1[N:7]([CH3:8])[C:6](=[O:9])[N:5]([CH3:10])[C:4](=[O:11])[C:3]=1[CH:12]=[O:13].[CH3:14][OH:15]>>[CH3:14][O:15][C:2]1[N:7]([CH3:8])[C:6](=[O:9])[N:5]([CH3:10])[C:4](=[O:11])[C:3]=1[CH:12]=[O:13]. Procedure details: The process described in Method C was followed. 6-Chloro-1,3-dimethyl-2,4-dioxo-1,2,3,4-tetrahydropyrimidine-5-carbaldehyde (0.270 g, 1.33 mmol) and methanol were used to obtain the title compound. The crude product was purified by column chromatography with a mixture of n-hexane:ethyl acetate (4:1) as the eluent.